This data is from the Open Reaction Database (ORD), a public repository of structured organic reaction records. The task is: describe an organic reaction: reactants, conditions, products, and yield Starting materials: C#C[Si](C)(C)C, CCNCC, ClCCCl, [Cu]I, CN1Cc2c(I)ncn2-c2ccc(F)cc2C1=O, Cl[Pd]Cl, c1ccc(P(c2ccccc2)c2ccccc2)cc1, c1ccc(P(c2ccccc2)c2ccccc2)cc1. Product: CN1Cc2c(C#C[Si](C)(C)C)ncn2-c2ccc(F)cc2C1=O. RXN SMILES: [C:19](#[CH:20])[Si:21]([CH3:22])([CH3:23])[CH3:24].[CH2:25]([NH:26][CH2:27][CH3:28])[CH3:29].[CH2:30]([Cl:31])[CH2:32][Cl:33].[Cu:75][I:76].[F:1][c:2]1[cH:3][cH:4][c:5]2[c:6]([cH:18]1)[C:7](=[O:17])[N:8]([CH3:16])[CH2:9][c:10]1[n:11]-2[cH:12][n:13][c:14]1[I:15].[Pd:34]([Cl:35])[Cl:36].[c:37]1([P:38]([c:39]2[cH:40][cH:41][cH:42][cH:43][cH:44]2)[c:45]2[cH:46][cH:47][cH:48][cH:49][cH:50]2)[cH:51][cH:52][cH:53][cH:54][cH:55]1.[c:56]1([P:57]([c:58]2[cH:59][cH:60][cH:61][cH:62][cH:63]2)[c:64]2[cH:65][cH:66][cH:67][cH:68][cH:69]2)[cH:70][cH:71][cH:72][cH:73][cH:74]1>>[F:1][c:2]1[cH:3][cH:4][c:5]2[c:6]([cH:18]1)[C:7](=[O:17])[N:8]([CH3:16])[CH2:9][c:10]1[n:11]-2[cH:12][n:13][c:14]1[C:20]#[C:19][Si:21]([CH3:22])([CH3:23])[CH3:24]. The reactants are ClC=1N=C(C2=C(N1)C=C(S2)CN(CCOC)C2CCN(CC2)C(C)C)N2CCOCC2 ((2-Chloro-4-morpholin-4-yl-thieno[3,2-d]pyrimidin-6-ylmethyl)-(1-isopropyl-piperidin-4-yl)-(2-methoxy-ethyl)-amine), NC1=NC=C(C=N1)B(O)O (2-aminopyrimidine-5-boronic acid). The solvent is CCOCC (ether). Yields the product C(C)(C)N1CCC(CC1)N(CCOC)CC1=CC=2N=C(N=C(C2S1)N1CCOCC1)C=1C=NC(=NC1)N (5-(6-(((1-isopropylpiperidin-4-yl)(2-methoxyethyl)amino)methyl)-4-morpholinothieno[3,2-d]pyrimidin-2-yl)pyrimidin-2-amine). As a reaction SMILES: Cl[C:2]1[N:3]=[C:4]([N:26]2[CH2:31][CH2:30][O:29][CH2:28][CH2:27]2)[C:5]2[S:10][C:9]([CH2:11][N:12]([CH:17]3[CH2:22][CH2:21][N:20]([CH:23]([CH3:25])[CH3:24])[CH2:19][CH2:18]3)[CH2:13][CH2:14][O:15][CH3:16])=[CH:8][C:6]=2[N:7]=1.[NH2:32][C:33]1[N:38]=[CH:37][C:36](B(O)O)=[CH:35][N:34]=1>CCOCC>[CH:23]([N:20]1[CH2:21][CH2:22][CH:17]([N:12]([CH2:11][C:9]2[S:10][C:5]3[C:4]([N:26]4[CH2:31][CH2:30][O:29][CH2:28][CH2:27]4)=[N:3][C:2]([C:36]4[CH:35]=[N:34][C:33]([NH2:32])=[N:38][CH:37]=4)=[N:7][C:6]=3[CH:8]=2)[CH2:13][CH2:14][O:15][CH3:16])[CH2:18][CH2:19]1)([CH3:25])[CH3:24]. Procedure details: (2-Chloro-4-morpholin-4-yl-thieno[3,2-d]pyrimidin-6-ylmethyl)-(1-isopropyl-piperidin-4-yl)-(2-methoxy-ethyl)-amine was reacted with 2-aminopyrimidine-5-boronic acid in General Procedure A. Acid/base work-up and trituration with ether yielded 334. 400 MHz, 1H NMR CDCl3: 9.30 (s, 2H), 7.26 (s, 1H), 5.22 (br s, 2H, NH2), 4.06 (s, 2H), 4.05 (t, 4H, J 4.4), 3.90 (t, 4H, J4.6), 3.50 (t, 2H, J6.0), 3.32 (s, 3H), 2.94 (d, 2H, J 11.2), 2.85 (t, 2H, J 6.1), 2.75-2.68 (m, 1H), 2.61-2.55 (m, 1H), 2.10 (t, 2... RXN SMILES: [Br:13][CH2:14][CH:15]=[CH:16][CH2:17][Br:18].[C:1]1(=[O:11])[c:2]2[c:3]([cH:7][cH:8][cH:9][cH:10]2)[C:4](=[O:6])[NH:5]1.[CH3:19][C:20](=[O:21])[CH3:22].[K:12]>>[C:1]1(=[O:11])[c:2]2[c:3]([cH:7][cH:8][cH:9][cH:10]2)[C:4](=[O:6])[N:5]1[CH2:17][CH:16]=[CH:15][CH2:14][Br:13]. Yields the product O=C1c2ccccc2C(=O)N1CC=CCBr. Reactants: BrCC=CCBr, O=C1NC(=O)c2ccccc21, CC(C)=O, [K].